This data is from the Open Reaction Database (ORD), a public repository of structured organic reaction records. The task is: describe an organic reaction: reactants, conditions, products, and yield Reactants: N[C@@H](CCCCN)C(=O)O (L-lysine), C(C)O (ethyl alcohol). Solvent: S(O)(O)(=O)=O (sulfuric acid). Reaction conditions: temperature 90 celsius. Product: C(C)OC([C@@H](N)CCCCN)=O (L-lysine ethyl ester). Yield: 76.5%. As a reaction SMILES: [NH2:1][C@H:2]([C:8]([OH:10])=[O:9])[CH2:3][CH2:4][CH2:5][CH2:6][NH2:7].[CH2:11](O)[CH3:12]>S(=O)(=O)(O)O>[CH2:11]([O:9][C:8](=[O:10])[C@H:2]([CH2:3][CH2:4][CH2:5][CH2:6][NH2:7])[NH2:1])[CH3:12]. Procedure details: A solution of 2.2 g of L-lysine in 13.0 ml of ethyl alcohol and 1.6 ml of conc. sulfuric acid was heated under reflux at 90° C. for 5 hours, obtaining L-lysine ethyl ester in a yield of 76.5%. Separately, L-methionine ethyl ester was prepared from 0.8 g of L-methionine in the same manner as in Example 1. After 66 mg of papain and 6.6 mg of L-cysteine were dissolved in a solution of 1.8 g of sodium carbonate and 0.52 g of sodium hydrogen carbonate in 20 ml of water, 20 g of wheat gluten in limite... The reactants are CCO, C[Si](C)(C)CC[Si](C)(C)CCCOCC1CO1, CC(C)NC(C)C. Product: CC(C)N(CC(O)COCCC[Si](C)(C)CC[Si](C)(C)C)C(C)C. RXN SMILES: [CH3:25][CH2:26][OH:27].[CH3:8][Si:9]([CH2:10][CH2:11][CH2:12][O:13][CH2:14][CH:15]1[O:16][CH2:17]1)([CH2:18][CH2:19][Si:20]([CH3:21])([CH3:22])[CH3:23])[CH3:24].[CH:1]([CH3:2])([CH3:3])[NH:4][CH:5]([CH3:6])[CH3:7]>>[CH:1]([CH3:2])([CH3:3])[N:4]([CH:5]([CH3:6])[CH3:7])[CH2:17][CH:15]([CH2:14][O:13][CH2:12][CH2:11][CH2:10][Si:9]([CH3:8])([CH2:18][CH2:19][Si:20]([CH3:21])([CH3:22])[CH3:23])[CH3:24])[OH:16]. Reactants: C1(CCCCC1)NC(=S)NC1CCCCC1 (N,N'-dicyclohexylthiourea), COC(=O)C#CC(=O)OC (dimethylacetylenedicarboxylate). Solvent: CO (methanol). Conditions: time 16 hour. Yields the product COC(C=C1C(N(C(S1)=NC1CCCCC1)C1CCCCC1)=O)=O (Methyl[3-cyclohexyl-2-(cyclohexylimino)-4-oxo-5-thiazolidinylidene]acetate). Yield: 76.8%. Reaction SMILES: [CH:1]1([NH:7][C:8]([NH:10][CH:11]2[CH2:16][CH2:15][CH2:14][CH2:13][CH2:12]2)=[S:9])[CH2:6][CH2:5][CH2:4][CH2:3][CH2:2]1.[CH3:17][O:18][C:19]([C:21]#[C:22][C:23](OC)=[O:24])=[O:20]>CO>[CH3:17][O:18][C:19](=[O:20])[CH:21]=[C:22]1[S:9][C:8](=[N:7][CH:1]2[CH2:2][CH2:3][CH2:4][CH2:5][CH2:6]2)[N:10]([CH:11]2[CH2:16][CH2:15][CH2:14][CH2:13][CH2:12]2)[C:23]1=[O:24]. Procedure: A mixture of N,N'-dicyclohexylthiourea (10.0 g, 42 mmoles) and dimethylacetylenedicarboxylate (7.8 g, 55 mmoles) in methanol (100 mls) is stirred at room temperature for 16 hours, then warmed on a steambath for 45 minutes and cooled. The precipitate is filtered off, rinsed with cold methanol and dried. This gave the product as white crystals, (11.3 g), mp 97°-98° C. Starting materials: C(C)(C)C=1C=C(OC1C(C)C)C(=O)NC=1C=C2C=C(NC2=CC1)C(=O)OCC (ethyl 5-[(4,5-diisopropylfuran-2-carbonyl)amino]-2-indolecarboxylate), [OH-].[Li+] (lithium hydroxide). Yields the product C(C)(C)C=1C=C(OC1C(C)C)C(=O)NC=1C=C2C=C(NC2=CC1)C(=O)O (5-[(4,5-Diisopropylfuran-2-carbonyl)amino]-2-indolecarboxylic acid). Yield: 93.6%. RXN SMILES: [CH:1]([C:4]1[CH:5]=[C:6]([C:12]([NH:14][C:15]2[CH:16]=[C:17]3[C:21](=[CH:22][CH:23]=2)[NH:20][C:19]([C:24]([O:26]CC)=[O:25])=[CH:18]3)=[O:13])[O:7][C:8]=1[CH:9]([CH3:11])[CH3:10])([CH3:3])[CH3:2].[OH-].[Li+]>>[CH:1]([C:4]1[CH:5]=[C:6]([C:12]([NH:14][C:15]2[CH:16]=[C:17]3[C:21](=[CH:22][CH:23]=2)[NH:20][C:19]([C:24]([OH:26])=[O:25])=[CH:18]3)=[O:13])[O:7][C:8]=1[CH:9]([CH3:11])[CH3:10])([CH3:2])[CH3:3] |f:1.2|. Procedure details: This ester (38 mg, 99.5 μmol) was hydrolyzed with lithium hydroxide in a conventional manner, and then the residue was recrystallized to obtain the title compound (36, 33 mg, 94%) as colorless prisms. The reactants are [H-].[Na+] (NaH), O (water), C(C)(C)(C)C=1C=C(C=C(C1)C(C)(C)C)NC1=NC=C(C=N1)C(=O)OCC (Ethyl 2-[N-(3,5-di-tert-butylphenyl)amino]pyrimidine-5-carboxylate), C(C)I (ethyl iodide). Run in CN(C)C=O (DMF), CN(C)C=O (DMF). Yields the product C(C)N(C1=CC(=CC(=C1)C(C)(C)C)C(C)(C)C)C1=NC=C(C=N1)C(=O)OCC (ethyl 2-[N-ethyl-N-(3,5-di-tert-butylphenyl)amino]pyrimidine-5-carboxylate). The yield is 99.0%. RXN SMILES: [C:1]([C:5]1[CH:6]=[C:7]([NH:15][C:16]2[N:21]=[CH:20][C:19]([C:22]([O:24][CH2:25][CH3:26])=[O:23])=[CH:18][N:17]=2)[CH:8]=[C:9]([C:11]([CH3:14])([CH3:13])[CH3:12])[CH:10]=1)([CH3:4])([CH3:3])[CH3:2].[H-].[Na+].[CH2:29](I)[CH3:30].O>CN(C=O)C>[CH2:29]([N:15]([C:16]1[N:21]=[CH:20][C:19]([C:22]([O:24][CH2:25][CH3:26])=[O:23])=[CH:18][N:17]=1)[C:7]1[CH:6]=[C:5]([C:1]([CH3:2])([CH3:3])[CH3:4])[CH:10]=[C:9]([C:11]([CH3:14])([CH3:13])[CH3:12])[CH:8]=1)[CH3:30] |f:1.2|. Procedure: Ethyl 2-[N-(3,5-di-tert-butylphenyl)amino]pyrimidine-5-carboxylate (50 mg) was dissolved in dry DMF (2 ml), and the solution was added with a suspension of NaH (45 mg) in DMF (1 ml). The mixture was then added with ethyl iodide (0.3 ml) and stirred. After the disappearance of the materials was observed with TLC, the reaction mixture was poured into water, and extracted with CH2Cl2. The organic layer was dried over Na2SO4, and the solvent was evaporated. The residue was purified by silica gel fla... Reactants: C(C)OC(=O)COC1=CC=C(C=C1)C1=CC=C(C=C1)C(=O)OCC (ethyl 4′-ethoxycarbonylmethoxybiphenyl-4-carboxylate), [BH4-].[Na+] (sodium borohydride), O1CCCC1 (tetrahydrofuran), C(C)O (ethanol). The solvent is CO (Methanol). Reaction conditions: temperature 60 celsius, time 1 hour. Product: OCCOC1=CC=C(C=C1)C1=CC=C(C=C1)C(=O)OCC (Ethyl 4′-(2-hydroxyethoxy)biphenyl-4-carboxylate). As a reaction SMILES: C([O:3][C:4]([CH2:6][O:7][C:8]1[CH:13]=[CH:12][C:11]([C:14]2[CH:19]=[CH:18][C:17]([C:20]([O:22][CH2:23][CH3:24])=[O:21])=[CH:16][CH:15]=2)=[CH:10][CH:9]=1)=O)C.[BH4-].[Na+].O1CCCC1.C(O)C>CO>[OH:3][CH2:4][CH2:6][O:7][C:8]1[CH:9]=[CH:10][C:11]([C:14]2[CH:19]=[CH:18][C:17]([C:20]([O:22][CH2:23][CH3:24])=[O:21])=[CH:16][CH:15]=2)=[CH:12][CH:13]=1 |f:1.2|. Procedure: A mixture of ethyl 4′-hydroxybiphenyl-4-carboxylate (2.262 g), ethyl bromoacetate (1.871 g) and potassium carbonate (1.940 g) in N,N-dimethylformamide (50 mL) was stirred at 60° C. for 1 hr. Diethylamine (6.820 g) was added to the reaction mixture. After being stirred at room temperature for 30 minutes, the mixture was partitioned between ethyl acetate and water. The organic layer was washed successively with water and brine, and dried over anhydrous magnesium sulfate. The solvent was evaporated... Starting materials: COc1cccc(Br)c1, COc1ncc(-c2cccc(-n3cnc(C(=O)N(C)OC)c3)c2)c(OC)n1. Product: COc1cccc(C(=O)c2cn(-c3cccc(-c4cnc(OC)nc4OC)c3)cn2)c1. As a reaction SMILES: [Br:28][c:29]1[cH:30][c:31]([O:35][CH3:36])[cH:32][cH:33][cH:34]1.[CH3:1][O:2][N:3]([C:4](=[O:5])[c:6]1[n:7][cH:8][n:9](-[c:11]2[cH:12][c:13](-[c:17]3[c:18]([O:25][CH3:26])[n:19][c:20]([O:23][CH3:24])[n:21][cH:22]3)[cH:14][cH:15][cH:16]2)[cH:10]1)[CH3:27]>>[C:4](=[O:5])([c:6]1[n:7][cH:8][n:9](-[c:11]2[cH:12][c:13](-[c:17]3[c:18]([O:25][CH3:26])[n:19][c:20]([O:23][CH3:24])[n:21][cH:22]3)[cH:14][cH:15][cH:16]2)[cH:10]1)[c:29]1[cH:30][c:31]([O:35][CH3:36])[cH:32][cH:33][cH:34]1. Reactants: Cl.COC([C@@H](N)CC1=CC=C(C=C1)O)=O (L-tyrosine methyl ester hydrochloride), C([O-])(O)=O.[Na+] (sodium bicarbonate), C=O (formaldehyde), C(#N)[BH3-].[Na+] (sodium cyanoborohydride). Solvent: O (water), C(C)#N (acetonitrile). Run at time 10 minute. The product is COC([C@@H](N(C)C)CC1=CC=C(C=C1)O)=O (N,N-dimethyl-L-tyrosine methyl ester). Isolated yield 32.5%. Reaction SMILES: Cl.[CH3:2][O:3][C:4](=[O:15])[C@H:5]([CH2:7][C:8]1[CH:13]=[CH:12][C:11]([OH:14])=[CH:10][CH:9]=1)N.[C:16](=O)(O)[O-].[Na+].C=O.[C:23]([BH3-])#[N:24].[Na+]>O.C(#N)C>[CH3:2][O:3][C:4](=[O:15])[C@H:5]([CH2:7][C:8]1[CH:13]=[CH:12][C:11]([OH:14])=[CH:10][CH:9]=1)[N:24]([CH3:23])[CH3:16] |f:0.1,2.3,5.6|. Procedure: To a solution of L-tyrosine methyl ester hydrochloride (1 g) in water (1.5 ml) was added sodium bicarbonate (0.363 g) under ice-cooling. The mixture was stirred for 10 minutes, and then acetonitrile (7 ml), 37% aqueous formaldehyde (0.637 ml) and sodium cyanoborohydride (0.182 g) were added thereto at -5° C. The mixture was stirred for 2 hours at -5° C. The resultant insoluble material was filtered off, and the filtrate was extracted with ethyl acetate. The organic layer was separated and dried ... Starting materials: Br, CC(=O)NCc1ccc2c(c1)CNC2, C1CCC2=NCCCN2CC1, O=C(O)c1cn(C2CC2)c2cc(F)c(F)cc2c1=O, CN(C)C=O. Product: CC(=O)NCc1ccc2c(c1)CN(c1cc3c(cc1F)c(=O)c(C(=O)O)cn3C1CC1)C2. RXN SMILES: [BrH:20].[C:21]([CH3:22])(=[O:23])[NH:24][CH2:25][c:26]1[cH:27][c:28]2[c:32]([cH:33][cH:34]1)[CH2:31][NH:30][CH2:29]2.[CH2:35]1[CH2:36][CH2:37][C:38]2=[N:43][CH2:42][CH2:41][CH2:40][N:39]2[CH2:44][CH2:45]1.[CH:1]1([n:4]2[cH:5][c:6]([C:17](=[O:18])[OH:19])[c:7](=[O:16])[c:8]3[cH:9][c:10]([F:15])[c:11]([F:14])[cH:12][c:13]23)[CH2:2][CH2:3]1.[O:46]=[CH:47][N:48]([CH3:49])[CH3:50]>>[CH:1]1([n:4]2[cH:5][c:6]([C:17](=[O:18])[OH:19])[c:7](=[O:16])[c:8]3[cH:9][c:10]([F:15])[c:11]([N:30]4[CH2:29][c:28]5[cH:27][c:26]([CH2:25][NH:24][C:21]([CH3:22])=[O:23])[cH:34][cH:33][c:32]5[CH2:31]4)[cH:12][c:13]23)[CH2:2][CH2:3]1.